This data is from the Open Reaction Database (ORD), a public repository of structured organic reaction records. The task is: describe an organic reaction: reactants, conditions, products, and yield Starting materials: ClCCCC(=O)O (4-chlorobutyric acid), C(C=C)O (allyl alcohol), CCCCCC (hexane). Solvent: O (water). The product is ClCCCC(=O)OCC=C (Allyl 4-chlorobutyrate). The yield is 79.0%. RXN SMILES: [Cl:1][CH2:2][CH2:3][CH2:4][C:5]([OH:7])=[O:6].[CH2:8](O)[CH:9]=[CH2:10].CCCCCC>O>[Cl:1][CH2:2][CH2:3][CH2:4][C:5]([O:7][CH2:10][CH:9]=[CH2:8])=[O:6]. Procedure details: To a mixture of 4-chlorobutyric acid (48 ml; 0.48 mole), allyl alcohol (200 ml) and hexane (1.2 l) p-toluenesulfonic acid (16.0 g; 0.08 mole) was added. The obtained mixture was heated for 5 hours at reflux temperature in such a way that water was simultaneously removed with Dean-Stark apparatus (Vogel's Textbook of Practical Organic Chemistry, Fourth Ed., Longman, London, 1978, p. 411). The mixture was then cooled to room temperature and shaken with 7% aqueous sodium hydrogencarbonate solution ... Reactants: Cc1ccc(Br)cc1O, FC(F)(F)c1ccc(Cl)nc1, [K+], [K+], O=C([O-])[O-], CN(C)C=O. Yields the product Cc1ccc(Br)cc1Oc1ccc(C(F)(F)F)cn1. As a reaction SMILES: [Br:1][c:2]1[cH:3][cH:4][c:5]([CH3:9])[c:6]([OH:8])[cH:7]1.[Cl:16][c:17]1[n:18][cH:19][c:20]([C:23]([F:24])([F:25])[F:26])[cH:21][cH:22]1.[K+:10].[K+:11].[O-:12][C:13]([O-:14])=[O:15].[O:27]=[CH:28][N:29]([CH3:30])[CH3:31]>>[Br:1][c:2]1[cH:3][cH:4][c:5]([CH3:9])[c:6]([O:8][c:17]2[n:18][cH:19][c:20]([C:23]([F:24])([F:25])[F:26])[cH:21][cH:22]2)[cH:7]1. The reactants are B, C1CCOC1, CO, N#Cc1c(F)cccc1C(F)(F)F. Product: NCc1c(F)cccc1C(F)(F)F. RXN SMILES: [BH3:14].[CH2:17]1[O:18][CH2:19][CH2:20][CH2:21]1.[CH3:15][OH:16].[F:1][c:2]1[c:3]([C:4]#[N:5])[c:6]([C:10]([F:11])([F:12])[F:13])[cH:7][cH:8][cH:9]1>>[F:1][c:2]1[c:3]([CH2:4][NH2:5])[c:6]([C:10]([F:11])([F:12])[F:13])[cH:7][cH:8][cH:9]1. Starting materials: CC1CCC(C(C1)N)C(C)C (neomenthylamine), C1(CC(C(CC1)C(C)C)N)C (menthylamine), CC1CCC(C(C1)N)C(C)C (neomenthylamine), COC=1C=C(C=CC1OC)CC(=O)Cl ((3,4-dimethoxyphenyl)acetyl chloride). The product is COC=1C=C(C=CC1OC)CC(=O)N[C@@H]1[C@@H](CC[C@H](C1)C)C(C)C.COC=1C=C(C=CC1OC)CC(=O)N[C@H]1[C@H](CC[C@@H](C1)C)C(C)C (2-(3,4-Dimethoxyphenyl)-N-((1S,2S,5R)-2-isopropyl-5-methylcyclohexyl)acetamide 2-(3,4-dimethoxyphenyl)-N-((1R,2R,5S)-2-isopropyl-5-methylcyclohexyl)acetamide). Reaction SMILES: [CH3:1][CH:2]1[CH2:7][CH:6]([NH2:8])[CH:5]([CH:9]([CH3:11])[CH3:10])[CH2:4][CH2:3]1.[CH3:12][O:13][C:14]1[CH:15]=[C:16]([CH2:22][C:23](Cl)=[O:24])[CH:17]=[CH:18][C:19]=1[O:20][CH3:21]>>[CH3:12][O:13][C:14]1[CH:15]=[C:16]([CH2:22][C:23]([NH:8][C@H:6]2[CH2:7][C@H:2]([CH3:1])[CH2:3][CH2:4][C@H:5]2[CH:9]([CH3:11])[CH3:10])=[O:24])[CH:17]=[CH:18][C:19]=1[O:20][CH3:21].[CH3:12][O:13][C:14]1[CH:15]=[C:16]([CH2:22][C:23]([NH:8][C@@H:6]2[CH2:7][C@@H:2]([CH3:1])[CH2:3][CH2:4][C@@H:5]2[CH:9]([CH3:11])[CH3:10])=[O:24])[CH:17]=[CH:18][C:19]=1[O:20][CH3:21] |f:2.3|. Procedure: The aforementioned product is obtained as a colorless solid containing in total 94.2% of the desired neomenthylamine derivatives from racemic neomenthylamine, as in the GP, by reaction with (3,4-dimethoxyphenyl)acetyl chloride. Furthermore, two further isomeric menthylamine derivatives are present at 2.7% and 2.5%, corresponding to a purity over all stereoisomers of 99.4%. Reactants: O=C(Cl)c1ccccc1C(F)(F)F, CN1CCC(C(=O)c2cccc(N)c2)CC1. Product: CN1CCC(C(=O)c2cccc(NC(=O)c3ccccc3C(F)(F)F)c2)CC1. RXN SMILES: [F:17][C:18]([c:19]1[c:20]([C:21](=[O:22])[Cl:23])[cH:24][cH:25][cH:26][cH:27]1)([F:28])[F:29].[NH2:1][c:2]1[cH:3][c:4]([C:5](=[O:6])[CH:7]2[CH2:8][CH2:9][N:10]([CH3:13])[CH2:11][CH2:12]2)[cH:14][cH:15][cH:16]1>>[NH:1]([c:2]1[cH:3][c:4]([C:5](=[O:6])[CH:7]2[CH2:8][CH2:9][N:10]([CH3:13])[CH2:11][CH2:12]2)[cH:14][cH:15][cH:16]1)[C:21]([c:20]1[c:19]([C:18]([F:17])([F:28])[F:29])[cH:27][cH:26][cH:25][cH:24]1)=[O:22]. Reactants: Cl (hydrochloric acid), C(C)(C)(C)OC(=O)NC(C=O)CO[Si](C1=CC=CC=C1)(C1=CC=CC=C1)C(C)(C)C (2-(t-butoxycarbonylamino)-3-(t-butyldiphenylsiloxy)propanal), Cl (hydrochloric acid), C(C)(C)NC(C)C (diisopropylamine), [Na+].[Cl-] (NaCl), C([O-])(O)=O.[Na+] (sodium bicarbonate), IR(KBr)cm−1, C(C)(C)(C)OC(=O)N1CCC(CC1)=O (N-(t-butoxycarbonyl)-4-piperidone). Solvent: O1CCCC1 (tetrahydrofuran), O1CCCC1 (tetrahydrofuran), C(CCC)[Li] (n-butyl lithium), CCCCCC (hexane), C(Cl)Cl (methylene chloride), C(Cl)Cl (methylene chloride), O1CCCC1 (tetrahydrofuran), C(C)OCC (diethyl ether), O (Water). Conditions: time 30 minute. Yields the product C(C)(C)(C)OC(=O)N1C(=CC=2CN(CCC21)C(=O)OC(C)(C)C)CO[Si](C2=CC=CC=C2)(C2=CC=CC=C2)C(C)(C)C (1,5-Bis(t-butoxycarbonyl)-2-(t-butyldiphenylsiloxy)methyl-4,5,6,7-tetrahydro-1H-pyrrolo[3,2-c]pyridine). As a reaction SMILES: C(NC(C)C)(C)C.[C:8]([O:12][C:13]([N:15]1[CH2:20][CH2:19][C:18](=O)[CH2:17][CH2:16]1)=[O:14])([CH3:11])([CH3:10])[CH3:9].[C:22]([O:26][C:27]([NH:29][CH:30]([CH2:33][O:34][Si:35]([C:48]([CH3:51])([CH3:50])[CH3:49])([C:42]1[CH:47]=[CH:46][CH:45]=[CH:44][CH:43]=1)[C:36]1[CH:41]=[CH:40][CH:39]=[CH:38][CH:37]=1)[CH:31]=O)=[O:28])([CH3:25])([CH3:24])[CH3:23].Cl.C(=O)(O)[O-].[Na+].[Na+].[Cl-]>O1CCCC1.C([Li])CCC.C(Cl)Cl.C(OCC)C.O.CCCCCC>[C:22]([O:26][C:27]([N:29]1[C:18]2[CH2:19][CH2:20][N:15]([C:13]([O:12][C:8]([CH3:11])([CH3:10])[CH3:9])=[O:14])[CH2:16][C:17]=2[CH:31]=[C:30]1[CH2:33][O:34][Si:35]([C:48]([CH3:51])([CH3:50])[CH3:49])([C:36]1[CH:41]=[CH:40][CH:39]=[CH:38][CH:37]=1)[C:42]1[CH:43]=[CH:44][CH:45]=[CH:46][CH:47]=1)=[O:28])([CH3:25])([CH3:23])[CH3:24] |f:4.5,6.7|. Procedure details: To a solution of diisopropylamine (2.35 ml) in tetrahydrofuran (40 ml), n-butyl lithium (a 1.66 N hexane solution, 9.20 ml) was added at 0° C., followed by stirring for 30 minutes. To the reaction mixture, a solution of N-(t-butoxycarbonyl)-4-piperidone (2.77 g) in tetrahydrofuran (10 ml) was added at −78° C., and the mixture was stirred for 1.5 hours. To the reaction mixture, a solution of 2-(t-butoxycarbonylamino)-3-(t-butyldiphenylsiloxy)propanal (2.97 g) in tetrahydrofuran (10 ml) which had ... The reactants are O=C([O-])O, CCOCC, ClCCl, [Na+], O=C(OO)c1cccc(Cl)c1, Oc1cccc2cccnc12. The product is [O-][n+]1cccc2cccc(O)c21. As a reaction SMILES: [C:23](=[O:24])([OH:25])[O-:26].[CH3:28][CH2:29][O:30][CH2:31][CH3:32].[Cl:33][CH2:34][Cl:35].[Na+:27].[OH:12][O:13][C:14]([c:15]1[cH:16][c:17]([Cl:18])[cH:19][cH:20][cH:21]1)=[O:22].[OH:1][c:2]1[cH:3][cH:4][cH:5][c:6]2[cH:7][cH:8][cH:9][n:10][c:11]12>>[OH:1][c:2]1[cH:3][cH:4][cH:5][c:6]2[cH:7][cH:8][cH:9][n+:10]([O-:12])[c:11]12. Reactants: N[C@@H](CC(=O)[O-])C(=O)[O-] (Aspartate), N[C@@H](C)C(=O)O (L-alanine). Product: N[C@@H](CC(=O)O)C(=O)O (L-aspartic acid). As a reaction SMILES: [NH2:1][C@H:2]([C:7]([O-:9])=[O:8])[CH2:3][C:4]([O-:6])=[O:5].N[C@H](C(O)=O)C>>[NH2:1][C@H:2]([C:7]([OH:9])=[O:8])[CH2:3][C:4]([OH:6])=[O:5]. Procedure details: [Aspartate β-decarboxylase activity is indicated in terms of micromoles of L-alanine which are produced by reaction with 0.2 M L-aspartic acid. The reaction with L-aspartic acid is conducted by adding 12 g of the immobilized preparation to 30 ml of an aqueous 0.2 M ammonium L-asparaginate solution (pH 5.5) containing 10-4M pyridoxal phosphate, and shaking the mixture at 37° C. for one hour. The amount of L-alanine produced is bioassayed by using Leuconostoc mesenterioides P-60.]